The task is: describe an organic reaction: reactants, conditions, products, and yield. This data is from the Open Reaction Database (ORD), a public repository of structured organic reaction records. The reactants are ClCCl, CC(=O)OC(C)=O, Cc1ccc(N)c([N+](=O)[O-])c1, O=CO. Yields the product Cc1ccc(NC=O)c([N+](=O)[O-])c1. Reaction SMILES: [CH2:22]([Cl:23])[Cl:24].[CH3:15][C:16]([O:17][C:18](=[O:19])[CH3:20])=[O:21].[CH3:1][c:2]1[cH:3][c:4]([N+:9](=[O:10])[O-:11])[c:5]([NH2:6])[cH:7][cH:8]1.[CH:12](=[O:13])[OH:14]>>[CH3:1][c:2]1[cH:3][c:4]([N+:9](=[O:10])[O-:11])[c:5]([NH:6][CH:12]=[O:13])[cH:7][cH:8]1. Starting materials: BrC1=C(C(=O)NC)C=CC=C1 (2-bromo-N-methylbenzamide), FC1=CC=C(C=O)C=C1 (4-fluorobenzaldehyde), Intermediate 2A. Product: OC(C1=CC=C(C=C1)F)C1=C(C(=O)NC)C=CC=C1 (2-{1-Hydroxy-1-(4-fluorophenyl)-methyl}-N-methyl-benzamide). As a reaction SMILES: Br[C:2]1[CH:11]=[CH:10][CH:9]=[CH:8][C:3]=1[C:4]([NH:6][CH3:7])=[O:5].[F:12][C:13]1[CH:20]=[CH:19][C:16]([CH:17]=[O:18])=[CH:15][CH:14]=1>>[OH:18][CH:17]([C:2]1[CH:11]=[CH:10][CH:9]=[CH:8][C:3]=1[C:4]([NH:6][CH3:7])=[O:5])[C:16]1[CH:19]=[CH:20][C:13]([F:12])=[CH:14][CH:15]=1. Procedure: Reaction of 2-bromo-N-methylbenzamide with 4-fluorobenzaldehyde as described in the preparation of Intermediate 2A gave the title material as a white solid: mp: 133-134° C. 1HNMR 400 MHz (CDCl3) δ (ppm): 2.81 (3H, d, J=5.1 Hz, NCH3), 5.89 (2H, broad s, CH and NH), 7.01 (2H, m, aromatics), 7.28-7.45 (6H, m, aromatics). Anal. Calcd for C15H14FNO2: C, 69.49; H, 5.44; N, 5.40. Found: C, 69.46; H, 5.44; N, 5.41. Starting materials: CC1(OB(OC1(C)C)C=1C=C(C=CC1)N)C (3-(4,4,5,5-tetramethyl-1,3,2-dioxaborolan-2-yl)benzenamine), BrCCOCCBr (1-bromo-2-(2-bromoethoxy)ethane), CCN(C(C)C)C(C)C (DIPEA). The solvent is C1CCOC1 (THF). Yields the product CC1(OB(OC1(C)C)C=1C=C(C=CC1)N1CCOCC1)C (4-(3-(4,4,5,5-tetramethyl-1,3,2-dioxaborolan-2-yl)phenyl)morpholine). Reaction SMILES: [CH3:1][C:2]1([CH3:16])[C:6]([CH3:8])([CH3:7])[O:5][B:4]([C:9]2[CH:10]=[C:11]([NH2:15])[CH:12]=[CH:13][CH:14]=2)[O:3]1.Br[CH2:18][CH2:19][O:20][CH2:21][CH2:22]Br.CCN(C(C)C)C(C)C>C1COCC1>[CH3:8][C:6]1([CH3:7])[C:2]([CH3:16])([CH3:1])[O:3][B:4]([C:9]2[CH:10]=[C:11]([N:15]3[CH2:22][CH2:21][O:20][CH2:19][CH2:18]3)[CH:12]=[CH:13][CH:14]=2)[O:5]1. Procedure details: A solution of 3-(4,4,5,5-tetramethyl-1,3,2-dioxaborolan-2-yl)benzenamine (164 mg, 0.75 mmol), 1-bromo-2-(2-bromoethoxy)ethane (418 mg, 1.8 mmol), and DIPEA (0.64 mL, 3.6 mmol) in THF (2 mL) was stirred at reflux overnight. The mixture was concentrated, diluted with water, and extracted with EtOAc. The combined extracts were dried over Na2SO4, filtered, and concentrated. The residue was purified by preparative thin-layer chromatography to give the title compound. MS (m/z): 290 (M+H)+. The reactants are ClC1=CC=C(S1)C(=O)NCC=1N=CN(C1)C1=CC=C(C=C1)I (5-chloro-N-((1-(4-iodophenyl)-1H-imidazol-4-yl)methyl)thiophene-2-carboxamide), C(C)(=O)NC1=NC(NC=C1)=O (N4-acetylcytosine), OC=1C=CC=C2C=CC=NC12 (8-hydroxyquinoline), C(=O)([O-])[O-].[K+].[K+] (K2CO3). Reagents/catalysts: [Cu]I (CuI). Solvent: CS(=O)C (DMSO). Run at temperature 130 celsius. The product is C(C)(=O)NC1=NC(N(C=C1)C1=CC=C(C=C1)N1C=NC(=C1)CNC(=O)C=1SC(=CC1)Cl)=O (N-((1-(4-(4-acetamido-2-oxopyrimidin-1(2H)-yl)phenyl)-1H-imidazol-4-yl)methyl)-5-chlorothiophene-2-carboxamide). Isolated yield 3.6%. As a reaction SMILES: [Cl:1][C:2]1[S:6][C:5]([C:7]([NH:9][CH2:10][C:11]2[N:12]=[CH:13][N:14]([C:16]3[CH:21]=[CH:20][C:19](I)=[CH:18][CH:17]=3)[CH:15]=2)=[O:8])=[CH:4][CH:3]=1.[C:23]([NH:26][C:27]1[CH:32]=[CH:31][NH:30][C:29](=[O:33])[N:28]=1)(=[O:25])[CH3:24].OC1C=CC=C2C=1N=CC=C2.C([O-])([O-])=O.[K+].[K+]>CS(C)=O.[Cu]I>[C:23]([NH:26][C:27]1[CH:32]=[CH:31][N:30]([C:19]2[CH:20]=[CH:21][C:16]([N:14]3[CH:15]=[C:11]([CH2:10][NH:9][C:7]([C:5]4[S:6][C:2]([Cl:1])=[CH:3][CH:4]=4)=[O:8])[N:12]=[CH:13]3)=[CH:17][CH:18]=2)[C:29](=[O:33])[N:28]=1)(=[O:25])[CH3:24] |f:3.4.5|. Procedure details: A mixture of 5-chloro-N-((1-(4-iodophenyl)-1H-imidazol-4-yl)methyl)thiophene-2-carboxamide 1-6 (80 mg, 0.18 mmol), N4-acetylcytosine (65 mg, 0.42 mmol), 8-hydroxyquinoline (12 mg, 0.083 mmol) and K2CO3 (60 mg, 0.43 mmol) in DMSO (2 mL) was degassed with Ar before being charged with CuI (15 mg, 0.079 mmol). The mixture in a sealed tube was heated at 130° C. overnight. The mixture was then purified by HPLC to give the titled compound (3 mg). MS 469.3 and 471.2 (M+H, Cl pattern). The reactants are ClC1=NC(=NC(=C1)Cl)SCC1=C(C(=CC=C1)F)F (4,6-dichloro-2-[(2,3-difluorobenzyl)thio]pyrimidine), product, CC1(OC[C@@H](O1)[C@@H](C)O)C ((1R)-1-[(4R)-2,2-dimethyl-1,3-dioxolan-4-yl]ethanol), CC1(OC[C@@H](O1)[C@@H](C)O)C ((1R)-1-[(4R)-2,2-Dimethyl-1,3-dioxolan-4-yl]ethanol), [H-].[Na+] (sodium hydride). Run in C1CCOC1 (THF). Reaction conditions: time 48 hour. Product: ClC1=NC(=NC(=C1)O[C@H](C)[C@@H]1OC(OC1)(C)C)SCC1=C(C(=CC=C1)F)F (4-Chloro-2-[(2,3-difluorobenzyl)thio]-6-[(1R)-1-[(4R)-2,2-dimethyl-1,3-dioxolan-4-yl]ethoxy]pyrimidine). As a reaction SMILES: [CH3:1][C:2]1([CH3:10])[O:6][C@@H:5]([C@H:7]([OH:9])[CH3:8])[CH2:4][O:3]1.[H-].[Na+].[Cl:13][C:14]1[CH:19]=[C:18](Cl)[N:17]=[C:16]([S:21][CH2:22][C:23]2[CH:28]=[CH:27][CH:26]=[C:25]([F:29])[C:24]=2[F:30])[N:15]=1>C1COCC1>[Cl:13][C:14]1[CH:19]=[C:18]([O:9][C@@H:7]([C@H:5]2[CH2:4][O:3][C:2]([CH3:10])([CH3:1])[O:6]2)[CH3:8])[N:17]=[C:16]([S:21][CH2:22][C:23]2[CH:28]=[CH:27][CH:26]=[C:25]([F:29])[C:24]=2[F:30])[N:15]=1 |f:1.2|. Procedure details: To a solution of (1R)-1-[(4R)-2,2-dimethyl-1,3-dioxolan-4-yl]ethanol (the product of step iv) (0.24 g) in dry THF (10 mL) at 0° C. was added in portions sodium hydride (91 mg as 60% dispersion in mineral oil) followed in portions by 4,6-dichloro-2-[(2,3-difluorobenzyl)thio]pyrimidine (the product of example 1 step ii) (0.50 g). The reaction mixture was stirred at room temperature for 48 h then quenched with saturated aqueous ammonium chloride (10 mL) and diluted with ethyl acetate. The layers we... Product: CC(=O)OCc1cccc(C#N)n1. Reactants: O=C([O-])[O-], CC(=O)OCc1cccc(C(N)=O)n1, CN(C)C=O, CCOC(C)=O, [K+], [K+], O, O=P(Cl)(Cl)Cl. RXN SMILES: [C:25](=[O:26])([O-:27])[O-:28].[C:6]([CH3:7])(=[O:8])[O:9][CH2:10][c:11]1[cH:12][cH:13][cH:14][c:15]([C:17](=[O:18])[NH2:19])[n:16]1.[CH3:20][N:21]([CH3:22])[CH:23]=[O:24].[CH3:31][CH2:32][O:33][C:34](=[O:35])[CH3:36].[K+:29].[K+:30].[OH2:37].[P:1]([Cl:2])([Cl:3])([Cl:4])=[O:5]>>[C:6]([CH3:7])(=[O:8])[O:9][CH2:10][c:11]1[cH:12][cH:13][cH:14][c:15]([C:17]#[N:19])[n:16]1. RXN SMILES: [F:1][C:2]([F:31])([CH2:24][C:25]1[CH:30]=[CH:29][CH:28]=[CH:27][CH:26]=1)[CH2:3][C@H:4]([NH:15][C:16]([N:18]1[CH2:23][CH2:22][O:21][CH2:20][CH2:19]1)=[O:17])[C:5](=[O:14])[NH:6][C@@:7]([CH2:12][OH:13])([CH3:11])[CH2:8][CH2:9][CH3:10].CC(OI1(OC(C)=O)(OC(C)=O)OC(=O)C2C=CC=CC1=2)=O>C(Cl)Cl>[F:31][C:2]([F:1])([CH2:24][C:25]1[CH:30]=[CH:29][CH:28]=[CH:27][CH:26]=1)[CH2:3][C@H:4]([NH:15][C:16]([N:18]1[CH2:23][CH2:22][O:21][CH2:20][CH2:19]1)=[O:17])[C:5](=[O:14])[NH:6][C@@:7]([CH:12]=[O:13])([CH3:11])[CH2:8][CH2:9][CH3:10]. Solvent: C(Cl)Cl (DCM). Procedure details: A mixture of Morpholine-4-carboxylic acid [(S)-3,3-difluoro-1-((S)-1-hydroxymethyl-1-methyl-butylcarbamoyl)-4-phenyl-butyl]-amide (217 mg) and Dess-Martin Periodinane (15% in DCM, 2 eq.) in DCM (5 mL) is stirred at room temperature for 3 hrs and quenched with a solution of sodium thiosulfate in saturated NaHCO3. The product is extracted with ethyl acetate and washed with saturated NaCl solution. Organic phase is dried over anhydrous MgSO4, solvent evaporated under reduced pressure. Purification ... The yield is 38.4%. The reactants are FC(C[C@@H](C(N[C@](CCC)(C)CO)=O)NC(=O)N1CCOCC1)(CC1=CC=CC=C1)F (Morpholine-4-carboxylic acid [(S)-3,3-difluoro-1-((S)-1-hydroxymethyl-1-methyl-butylcarbamoyl)-4-phenyl-butyl]-amide), CC(=O)OI1(C=2C=CC=CC2C(=O)O1)(OC(=O)C)OC(=O)C (Dess-Martin Periodinane). Reaction conditions: time 3 hour. Yields the product FC(C[C@@H](C(N[C@](CCC)(C)C=O)=O)NC(=O)N1CCOCC1)(CC1=CC=CC=C1)F (Morpholine-4-carboxylic acid [(S)-3,3-difluoro-1-((S)-1-formyl-1-methyl-butylcarbamoyl)-4-phenyl-butyl]-amide). The reactants are [Br-].[Br-].C1(=CC=CC=C1)P(C1=CC=CC=C1)C1=CC=CC=C1 (triphenylphosphine dibromide), S1C=CC=2COCCC21 (6,7-dihydro-4H-thieno[3,2-c]pyrane), Cl.COC([C@@H](N)C1=C(C=CC=C1)Cl)=O ((S)-(+)-2-(2-chlorophenyl)glycine methyl ester hydrochloride), C(C)(C)N(CC)C(C)C (diisopropylethylamine). Solvent: C(C)#N (acetonitrile), CCCCCC (n-hexane), C(C)(=O)OCC (ethyl acetate), C(C)#N (acetonitrile). Conditions: time 8 hour. Yields the product ClC1=C(C=CC=C1)[C@@H](C(=O)OC)N1CC2=C(CC1)SC=C2 (methyl (S)-(+)-α-(o-chlorophenyl)-6,7-dihydrothieno[3,2-c]pyridin-5(4H)-acetate). Yield: 97.5%. As a reaction SMILES: [Br-].[Br-].C1(P(C2C=CC=CC=2)C2C=CC=CC=2)C=CC=CC=1.[S:22]1[C:30]2[CH2:29][CH2:28]O[CH2:26][C:25]=2[CH:24]=[CH:23]1.Cl.[CH3:32][O:33][C:34](=[O:44])[C@H:35]([C:37]1[CH:42]=[CH:41][CH:40]=[CH:39][C:38]=1[Cl:43])[NH2:36].C(N(C(C)C)CC)(C)C>C(#N)C.CCCCCC.C(OCC)(=O)C>[Cl:43][C:38]1[CH:39]=[CH:40][CH:41]=[CH:42][C:37]=1[C@H:35]([N:36]1[CH2:28][CH2:29][C:30]2[S:22][CH:23]=[CH:24][C:25]=2[CH2:26]1)[C:34]([O:33][CH3:32])=[O:44] |f:0.1.2,4.5|. Procedure: To a solution of 47.5 g of triphenylphosphine dibromide in 250 ml of acetonitrile, 10 g of 6,7-dihydro-4H-thieno[3,2-c]pyrane was added. The resulting mixture was refluxed for 24 hours, and then added thereto dropwise was a solution obtained by dissolving 14 g of (S)-(+)-2-(2-chlorophenyl)glycine methyl ester hydrochloride and 36 mL of diisopropylethylamine in 100 mL of acetonitrile over 30 minutes while allowing the resulting mixture to reflux. After 8 hours, the reaction product solution was c...